Dataset: the Open Reaction Database (ORD), a public repository of structured organic reaction records. Task: describe an organic reaction: reactants, conditions, products, and yield Reactants: O=C([O-])[O-], CCC(=O)Cl, CCCNC1Cc2ccccc2C1, ClCCl, [Na+], [Na+]. The product is CCCN(C(=O)CC)C1Cc2ccccc2C1. RXN SMILES: [C:14](=[O:15])([O-:16])[O-:17].[C:20]([CH2:21][CH3:22])(=[O:23])[Cl:24].[CH2:1]1[CH:2]([NH:10][CH2:11][CH2:12][CH3:13])[CH2:3][c:4]2[cH:5][cH:6][cH:7][cH:8][c:9]21.[CH2:25]([Cl:26])[Cl:27].[Na+:18].[Na+:19]>>[CH2:1]1[CH:2]([N:10]([CH2:11][CH2:12][CH3:13])[C:20]([CH2:21][CH3:22])=[O:23])[CH2:3][c:4]2[cH:5][cH:6][cH:7][cH:8][c:9]21. Reactants: NN (hydrazine), 2-L, C(#N)C1=NC=CC=C1 (2-cyanopyridine), CNN (methylhydrazine). Solvent: C(C)O (ethanol). Conditions: time 8 hour. The product is CNN=C(N)C1=NC=CC=C1 (N′-Methylpyridine-2-carbohydrazonamide). The yield is 71.7%. Reaction SMILES: [C:1]([C:3]1[CH:8]=[CH:7][CH:6]=[CH:5][N:4]=1)#[N:2].[CH3:9][NH:10][NH2:11].NN>C(O)C>[CH3:9][NH:10][N:11]=[C:1]([C:3]1[CH:8]=[CH:7][CH:6]=[CH:5][N:4]=1)[NH2:2]. Reported procedure: This compound was prepared by a modification of a reported procedure (J. Het Chem. 1975, 12, 855): A 2-L, 3-necked round bottom flask was charged with 2-cyanopyridine (40 g, 0.384 mol), methylhydrazine (93.7 g, 5.3 equiv, 2.035 mol), and ethanol (200 mL). The reaction was stirred under N2, overnight at room temperature. An additional equiv of hydrazine was added (6.3 equiv cumulative total in reaction mixture) and stirred for an additional 2–3 h at room temperature. The EtOH and excess hydrazine... Starting materials: CC1=C(C=CC(=C1)C)N1CCN(CC1)C(=O)C1=CC=C(C=C1)I ([4-(2,4-dimethylphenyl)piperazin-1-yl](4-iodophenyl)methanone), C1(=CC=CC=C1)[C@H]1NC(OC1)=O ((R)-(−)-4-phenyloxazolidin-2-one). The product is CC1=C(C=CC(=C1)C)N1CCN(CC1)C(=O)C1=CC=C(C=C1)N1C(OC[C@H]1C1=CC=CC=C1)=O ((R)-3-{4-[4-(2,4-dimethylphenyl)piperazine-1-carbonyl]phenyl}-4-phenyloxazolidin-2-one). The yield is 9.7%. As a reaction SMILES: [CH3:1][C:2]1[CH:7]=[C:6]([CH3:8])[CH:5]=[CH:4][C:3]=1[N:9]1[CH2:14][CH2:13][N:12]([C:15]([C:17]2[CH:22]=[CH:21][C:20](I)=[CH:19][CH:18]=2)=[O:16])[CH2:11][CH2:10]1.[C:24]1([C@@H:30]2[CH2:34][O:33][C:32](=[O:35])[NH:31]2)[CH:29]=[CH:28][CH:27]=[CH:26][CH:25]=1>>[CH3:1][C:2]1[CH:7]=[C:6]([CH3:8])[CH:5]=[CH:4][C:3]=1[N:9]1[CH2:14][CH2:13][N:12]([C:15]([C:17]2[CH:22]=[CH:21][C:20]([N:31]3[C@H:30]([C:24]4[CH:29]=[CH:28][CH:27]=[CH:26][CH:25]=4)[CH2:34][O:33][C:32]3=[O:35])=[CH:19][CH:18]=2)=[O:16])[CH2:11][CH2:10]1. Reported procedure: By reaction and treatment in the same manner as in Example 1 and using [4-(2,4-dimethylphenyl)piperazin-1-yl](4-iodophenyl)methanone (841 mg) described in Preparation Example 8 and (R)-(−)-4-phenyloxazolidin-2-one (326 mg), the title compound (88 mg) was obtained. The reactants are CI, CN1CCCC1=O, CSc1nccc(-c2n[nH]c3ccccc23)n1, [H-], [Na+], O. The product is CSc1nccc(-c2nn(C)c3ccccc23)n1. As a reaction SMILES: [CH3:20][I:21].[CH3:23][N:24]1[CH2:25][CH2:26][CH2:27][C:28]1=[O:29].[CH3:3][S:4][c:5]1[n:6][cH:7][cH:8][c:9](-[c:11]2[n:12][nH:13][c:14]3[cH:15][cH:16][cH:17][cH:18][c:19]23)[n:10]1.[H-:1].[Na+:2].[OH2:22]>>[CH3:3][S:4][c:5]1[n:6][cH:7][cH:8][c:9](-[c:11]2[n:12][n:13]([CH3:20])[c:14]3[cH:15][cH:16][cH:17][cH:18][c:19]23)[n:10]1. Reactants: [N-]=[N+]=[N-].[Na+] (sodium azide), ClC1CCC2=C(NC1=O)C=CC1=CC=CC=C12 (3-chloro-4-oxo-2,3,4,5-tetrahydro-1H-naphtho[2,1-b]azepine). The solvent is CS(=O)C (DMSO). Reaction conditions: temperature 80 celsius. The product is N(=[N+]=[N-])C1CCC2=C(NC1=O)C=CC1=CC=CC=C12 (3-azido-4-oxo-2,3,4,5-tetrahydro-1H-naphtho[2,1-b]azepine). The yield is 65.1%. RXN SMILES: [N-:1]=[N+:2]=[N-:3].[Na+].Cl[CH:6]1[C:12](=[O:13])[NH:11][C:10]2[CH:14]=[CH:15][C:16]3[C:21]([C:9]=2[CH2:8][CH2:7]1)=[CH:20][CH:19]=[CH:18][CH:17]=3>CS(C)=O>[N:1]([CH:6]1[C:12](=[O:13])[NH:11][C:10]2[CH:14]=[CH:15][C:16]3[C:21]([C:9]=2[CH2:8][CH2:7]1)=[CH:20][CH:19]=[CH:18][CH:17]=3)=[N+:2]=[N-:3] |f:0.1|. Procedure: To a suspension of sodium azide (0.55 g, 8.4 mmol) in DMSO (17 ml) was added 3-chloro-4-oxo-2,3,4,5-tetrahydro-1H-naphtho[2,1-b]azepine (1.6 g, 6.7 mmol) and the suspension was heated at 80° C. for 2.5 h. The hot reaction mixture was added on ice (30 g) and the precipitate was filtered and purified by chromatography on silica gel (200 g) using initially heptane as eluent and subsequently a mixture of heptane and ethyl acetate (1:1) to afford 1.1 g of 3-azido-4-oxo-2,3,4,5-tetrahydro-1H-naphtho[2... Reactants: CCOC(=O)C(=O)OCC, C1CCOC1, CC(C)[N-]C(C)C, CC(C)NC(C)C, [Li+], [Li]CCCC, CCC(=NO)c1ccccc1. The product is CCOC(=O)C(=O)C(C)C(=NO)c1ccccc1. As a reaction SMILES: [C:32]([C:33]([O:35][CH2:34][CH3:36])=[O:37])(=[O:38])[O:39][CH2:40][CH3:41].[CH2:42]1[O:43][CH2:44][CH2:45][CH2:46]1.[CH3:14][CH:15]([N-:16][CH:17]([CH3:18])[CH3:19])[CH3:20].[CH:1]([NH:2][CH:3]([CH3:4])[CH3:5])([CH3:6])[CH3:7].[Li+:13].[Li:8][CH2:9][CH2:10][CH2:11][CH3:12].[c:21]1([C:27]([CH2:28][CH3:29])=[N:30][OH:31])[cH:22][cH:23][cH:24][cH:25][cH:26]1>>[c:21]1([C:27]([CH:28]([CH3:29])[C:33]([C:32](=[O:38])[O:39][CH2:40][CH3:41])=[O:35])=[N:30][OH:31])[cH:22][cH:23][cH:24][cH:25][cH:26]1.